Task: describe an organic reaction: reactants, conditions, products, and yield. Dataset: the Open Reaction Database (ORD), a public repository of structured organic reaction records The reactants are ClC=1C(=NC=CC1)SCC1=CC=CC=C1 (3-chloro-2-((phenylmethyl)thio)pyridine), C(C)(=O)[O-].[Na+] (sodium acetate), ClC=1C(=NC=CC1)S(=O)(=O)Cl (3-chloro-2-pyridine sulfonyl chloride), ClC=1C(=NC=CC1)S(=O)(=O)Cl (3-chloro-2-pyridine sulfonyl chloride), ClCl (chlorine), C(C)(=O)[O-].[Na+] (sodium acetate), Cl (hydrochloride). Run in O (water), C(C)(=O)O (acetic acid), C(C)(=O)O (acetic acid), O (water). Reaction conditions: temperature -30 celsius. The product is ClC=1C(=NC=CC1)S(=O)(=O)N (3-Chloro-2-Pyridine Sulfonamide). RXN SMILES: ClC1C(SCC2C=CC=CC=2)=[N:4]C=CC=1.ClCl.C([O-])(=O)C.[Na+].[Cl:23][C:24]1[C:25]([S:30](Cl)(=[O:32])=[O:31])=[N:26][CH:27]=[CH:28][CH:29]=1.Cl>O.C(O)(=O)C>[Cl:23][C:24]1[C:25]([S:30]([NH2:4])(=[O:32])=[O:31])=[N:26][CH:27]=[CH:28][CH:29]=1 |f:2.3|. Procedure details: 53.0 Grams (0.225 mole) of 3-chloro-2-((phenylmethyl)thio)pyridine were added to 250 ml of acetic acid containing 16.2 grams (0.90 mole) of water. The mixture was cooled in an ice bath and passed in a stream of chlorine at 10°-15° C. for 31/2 hours. The resulting cold acetic acid solution was poured, with stirring, into a mixture of 180 grams (2.2 moles) of sodium acetate, 500 ml water and 250 grams crushed ice. (The sodium acetate converts the 3-chloro-2-pyridine sulfonyl chloride present as th... As a reaction SMILES: [CH3:1][N:2]([CH3:26])[C:3]1[CH:8]=[CH:7][C:6]([C:9]2[N:10]([C:19]3[CH:24]=[CH:23][C:22]([OH:25])=[CH:21][CH:20]=3)[CH:11]=[C:12]([C:16](=[O:18])[CH:17]=2)[C:13]([OH:15])=[O:14])=[CH:5][CH:4]=1.[C:27](OC(=O)C)(=[O:29])[CH3:28].O>C(OCC)(=O)C>[C:27]([O:25][C:22]1[CH:21]=[CH:20][C:19]([N:10]2[C:9]([C:6]3[CH:7]=[CH:8][C:3]([N:2]([CH3:26])[CH3:1])=[CH:4][CH:5]=3)=[CH:17][C:16](=[O:18])[C:12]([C:13]([OH:15])=[O:14])=[CH:11]2)=[CH:24][CH:23]=1)(=[O:29])[CH3:28]. Procedure details: With 1 g of 6-(4-dimethylaminophenyl)-1-(4-hydroxyphenyl)-4-oxo-1,4-dihydronicotinic acid was mixed 10 ml of acetic anhydride and the resulting mixture was subjected to reaction at 130° C. for 2 hours. After completion of the reaction, the reaction mixture was cooled to room temperature and introduced into 150 ml of water. After stirring the mixture for 1 hour, 150 ml of ethyl acetate was added to the mixture, and the organic layer was separated, washed with 100 ml of water and then with 50 ml o... Reactants: CN(C1=CC=C(C=C1)C=1N(C=C(C(=O)O)C(C1)=O)C1=CC=C(C=C1)O)C (6-(4-dimethylaminophenyl)-1-(4-hydroxyphenyl)-4-oxo-1,4-dihydronicotinic acid), C(C)(=O)OC(C)=O (acetic anhydride), O (water). The solvent is C(C)(=O)OCC (ethyl acetate). Conditions: time 1 hour. The product is C(C)(=O)OC1=CC=C(C=C1)N1C=C(C(=O)O)C(C=C1C1=CC=C(C=C1)N(C)C)=O (1-(4-acetyloxyphenyl)-6-(4-dimethylaminophenyl)-4-oxo-1,4-dihydronicotinic acid). The reactants are COc1cccc(CBr)c1, CCOC(C)=O, Nc1nccn1Cc1cc(Cl)cc(Cl)c1, [H-], [Na+], CN(C)C=O. The product is COc1cccc(CNc2nccn2Cc2cc(Cl)cc(Cl)c2)c1. As a reaction SMILES: [CH3:18][O:19][c:20]1[cH:21][c:22]([CH2:23][Br:24])[cH:25][cH:26][cH:27]1.[CH3:33][CH2:34][O:35][C:36]([CH3:37])=[O:38].[Cl:1][c:2]1[cH:3][c:4]([CH2:5][n:6]2[c:7]([NH2:11])[n:8][cH:9][cH:10]2)[cH:12][c:13]([Cl:15])[cH:14]1.[H-:17].[Na+:16].[O:28]=[CH:29][N:30]([CH3:31])[CH3:32]>>[Cl:1][c:2]1[cH:3][c:4]([CH2:5][n:6]2[c:7]([NH:11][CH2:23][c:22]3[cH:21][c:20]([O:19][CH3:18])[cH:27][cH:26][cH:25]3)[n:8][cH:9][cH:10]2)[cH:12][c:13]([Cl:15])[cH:14]1.